The task is: describe an organic reaction: reactants, conditions, products, and yield. This data is from the Open Reaction Database (ORD), a public repository of structured organic reaction records. Starting materials: ClC1=CC=C(C(=O)Cl)C=C1 (4-chloro-benzoyl chloride), C(C)(C)N(CC)C(C)C (diisopropyl ethyl amine), N1(CCNCC1)C1C(CNC1)O (4-piperazin-1-yl-pyrrolidin-3-ol), CN(C)C=O (DMF). The reagents and catalysts are CN(C)C=1C=CN=CC1 (DMAP). Conditions: time 30 minute. Yields the product ClC1=CC=C(C(=O)N2CCN(CC2)C2CN(CC2O)C(=O)C2=CC=C(C=C2)Cl)C=C1 ({3-[4-(4-Chloro-benzoyl)-piperazin-1-yl]-4-hydroxy-pyrrolidin-1-yl}-(4-chloro-phenyl)-methanone). As a reaction SMILES: [N:1]1([CH:7]2[CH2:11][NH:10][CH2:9][CH:8]2[OH:12])[CH2:6][CH2:5][NH:4][CH2:3][CH2:2]1.[Cl:13][C:14]1[CH:22]=[CH:21][C:17]([C:18](Cl)=[O:19])=[CH:16][CH:15]=1.C(N([CH:29]([CH3:31])[CH3:30])CC)(C)C.CN([CH:35]=[O:36])C>CN(C1C=CN=CC=1)C>[Cl:13][C:14]1[CH:22]=[CH:21][C:17]([C:18]([N:4]2[CH2:3][CH2:2][N:1]([CH:7]3[CH:8]([OH:12])[CH2:9][N:10]([C:35]([C:30]4[CH:29]=[CH:31][C:14]([Cl:13])=[CH:15][CH:16]=4)=[O:36])[CH2:11]3)[CH2:6][CH2:5]2)=[O:19])=[CH:16][CH:15]=1. Procedure: 3,4-Epoxypyrrolidine carbamate Wang resin (0.15 g, 0.18 mmol) was placed in a glass reaction vessel (4 mL). LiClO4 (57 mg, 3 eq.), N-Boc piperazine (186 mg, 5.5 eq.) and acetonitrile (2 mL) were added. The glass reactor was closed with a screw cap and the reaction mixture was heated at 80° C. for 43 h. The resin was transferred into syringes and washed with acetonitrile: H2O (1:1, 2×), DMF (3×), MeOH (3×), DMF (3×), and CH2Cl2 (5×). The BOC group was removed by treating the resin with 10% methyl... Yields the product C[N+]1(C(CC(CC1(C)C)=O)(C)C)[O-] (1,2,2,6,6-Pentamethyl-4-piperidone oxide). Reported procedure: A suspension of 1,2,2,6,6-pentamethyl-4-piperidone hydroiodide (3 g, 10.0 mmol) and hydroxylamine hydrochloride (980 mg, 14 mmol) in water (6 ml) was stirred at RT for 15 min. Solid NaOH was added until basic pH and thickening of the suspension. Water (3 ml) was added and stirring at RT was continued overnight. The suspension was filtered and the solid washed with water (few ml) and dried. The solid was then dissolved in Et2O, the solution was dried (MgSO4) and concentrated to give after drying ... Starting materials: I.CN1C(CC(CC1(C)C)=O)(C)C (1,2,2,6,6-pentamethyl-4-piperidone hydroiodide), Cl.NO (hydroxylamine hydrochloride), [OH-].[Na+] (NaOH). Run in O (Water), O (water). Reaction conditions: time 15 minute. As a reaction SMILES: I.[CH3:2][N:3]1[C:8]([CH3:10])([CH3:9])[CH2:7][C:6](=[O:11])[CH2:5][C:4]1([CH3:13])[CH3:12].Cl.N[OH:16].[OH-].[Na+]>O>[CH3:2][N+:3]1([O-:16])[C:8]([CH3:9])([CH3:10])[CH2:7][C:6](=[O:11])[CH2:5][C:4]1([CH3:13])[CH3:12] |f:0.1,2.3,4.5|. Isolated yield 84.1%. Reactants: FC1=C2C=CN=CC2=CC(=C1F)F (5,6,7-Trifluoro-isoquinoline), C(C)(C)(C)OC(N[C@@H]1CC[C@H](CC1)OC=1C(=C2C=CN=CC2=CC1)Cl)=O (trans-[4-(5-Chloro-isoquinolin-6-yloxy)-cyclohexyl]-carbamic acid tert-butyl ester), C(C)(C)(C)OC(N[C@@H]1CC[C@@H](CC1)O)=O (cis-(4-hydroxy-cyclohexyl)-carbamic acid tert-butyl ester), Boc. Yields the product FC1=C2C=CN=CC2=CC(=C1O[C@H]1CC[C@H](CC1)N)F (cis-4-(5,7-Difluoro-isoquinolin-6-yloxy)-cyclohexylamine). RXN SMILES: [F:1][C:2]1[C:11](F)=[C:10]([F:13])[CH:9]=[C:8]2[C:3]=1[CH:4]=[CH:5][N:6]=[CH:7]2.C(OC(=O)[NH:20][C@H:21]1[CH2:26][CH2:25][C@@H:24]([OH:27])[CH2:23][CH2:22]1)(C)(C)C.C(OC(=O)N[C@H]1CC[C@H](OC2C(Cl)=C3C(=CC=2)C=NC=C3)CC1)(C)(C)C>>[F:1][C:2]1[C:11]([O:27][C@@H:24]2[CH2:25][CH2:26][C@H:21]([NH2:20])[CH2:22][CH2:23]2)=[C:10]([F:13])[CH:9]=[C:8]2[C:3]=1[CH:4]=[CH:5][N:6]=[CH:7]2. Procedure: Starting from 5,6,7-trifluoro-isoquinoline (101) and cis-(4-hydroxy-cyclohexyl)-carbamic acid tert-butyl ester, the Boc-protected intermediate was prepared by the method described for trans-[4-(5-chloro-isoquinolin-6-yloxy)-cyclohexyl]-carbamic acid tert-butyl ester (10). Deprotection using standard procedures (see 11 or 13) gave the title compound, which was isolated as trifluoro acetate after prep. HPLC. Subsequent treatment of the obtained trifluoro acetate with 2N HCl, followed by lyophilisa...